This data is from the Open Reaction Database (ORD), a public repository of structured organic reaction records. The task is: describe an organic reaction: reactants, conditions, products, and yield The solvent is O1CCCC1 (tetrahydrofuran), CO (methanol). Run at time 1 hour. Isolated yield 87.3%. Reaction SMILES: [Na].[C:2](=[N:5][N:6]1[C:10]([SH:11])=[N:9][N:8]=[N:7]1)([CH3:4])[CH3:3].[BH4-].[Na+]>O1CCCC1.CO>[CH:2]([NH:5][N:6]1[C:10]([SH:11])=[N:9][N:8]=[N:7]1)([CH3:4])[CH3:3] |f:0.1,2.3,^1:0|. Procedure: 1-Isopropylidenamino-5-mercapto-1H-tetrazole sodium salt (5.37 g) was dissolved in a mixture of tetrahydrofuran (24 ml) and methanol (24 ml), and sodium borohydride (1.14 g) was added gradually thereto at 5°-6° C. under stirring. The mixture was stirred at the same temperature for one hour, and then at room temperature for one hour. The mixture was evaporated to remove solvent, and the residue was dissolved in icewater. The aqueous solution was adjusted to pH 2.8 with 6N-hydrochloric acid, and t... Yields the product C(C)(C)NN1N=NN=C1S (1-isopropylamino-5-mercapto-1H-tetrazole). Reactants: [Na].C(C)(C)=NN1N=NN=C1S (1-Isopropylidenamino-5-mercapto-1H-tetrazole sodium salt), [BH4-].[Na+] (sodium borohydride).